Dataset: the Open Reaction Database (ORD), a public repository of structured organic reaction records. Task: describe an organic reaction: reactants, conditions, products, and yield Starting materials: C(OCC)(OCC)OCC (triethyl orthoformate), C(OCC)(OCC)OCC (triethyl orthoformate), FC(C(CC(=O)OCC)=O)F (ethyl 4,4-difluoroacetoacetate). Run at temperature 100 celsius, time 3.5 hour. The product is C(C)OC(\C(\C(C(F)F)=O)=C/OCC)=O (2-[1-Ethoxy-meth-(Z)-ylidene]-4,4-difluoro-3-oxo-butyric acid ethyl ester). As a reaction SMILES: [CH:1]([O:8][CH2:9][CH3:10])([O:5]CC)OCC.[F:11][CH:12]([F:21])[C:13](=[O:20])[CH2:14][C:15]([O:17][CH2:18][CH3:19])=O>>[CH2:9]([O:8][C:1](=[O:5])/[C:14](=[CH:15]\[O:17][CH2:18][CH3:19])/[C:13](=[O:20])[CH:12]([F:21])[F:11])[CH3:10]. Procedure details: Process step c): 185.3 g (1.25 mol) of triethyl orthoformate were initially charged in a stirred vessel, the pressure in the vessel was reduced to 500 mbar and the triethyl orthoformate was heated to 100° C. 177.5 g (0.25 mol-100% conversion in process steps a) and b) assumed) of ethyl 4,4-difluoroacetoacetate (in the form of a suspension coming from process step b)) were added at 98° C. to 105° C. within 2 hours. Thereafter, the reaction mixture was stirred at 100° C. for further 3.5 hours. Wit... Reactants: C1(CC1)CN(CC(=O)O)C1=CC(=C(C=C1)C#N)C#N (N-(cyclopropylmethyl)-N-(3,4-dicyanophenyl)glycine), C(C)N (ethylamine). The product is C1(CC1)CN(CC(=O)NCC)C1=CC(=C(C=C1)C#N)C#N (N2-(Cyclopropylmethyl)-N2-(3,4-dicyanophenyl)-N1-ethylglycinamide). As a reaction SMILES: [CH:1]1([CH2:4][N:5]([C:10]2[CH:15]=[CH:14][C:13]([C:16]#[N:17])=[C:12]([C:18]#[N:19])[CH:11]=2)[CH2:6][C:7]([OH:9])=O)[CH2:3][CH2:2]1.[CH2:20]([NH2:22])[CH3:21]>>[CH:1]1([CH2:4][N:5]([C:10]2[CH:15]=[CH:14][C:13]([C:16]#[N:17])=[C:12]([C:18]#[N:19])[CH:11]=2)[CH2:6][C:7]([NH:22][CH2:20][CH3:21])=[O:9])[CH2:2][CH2:3]1. Procedure: Synthesized in a manner similar to example 3 using N-(cyclopropylmethyl)-N-(3,4-dicyanophenyl)glycine and ethylamine: MS (ES) m/z 283 (M+1).